This data is from the Open Reaction Database (ORD), a public repository of structured organic reaction records. The task is: describe an organic reaction: reactants, conditions, products, and yield Starting materials: ClC=1C(=NC2=CC=C(C=C2N1)C(=O)OC)C1=CC=C(C=C1)F (methyl 3-chloro-2-(4-fluorophenyl)quinoxaline-6-carboxylate), N1CCC(=CC1)C1=NC=CC=C1 (2-(1,2,3,6-tetrahydropyridin-4-yl)pyridine), CCN(C(C)C)C(C)C (DIEA). The solvent is CS(=O)C (DMSO). Run at temperature 90 celsius, time 8 hour. Product: FC1=CC=C(C=C1)C1=NC2=CC=C(C=C2N=C1N1CC=C(CC1)C1=NC=CC=C1)C(=O)OC (methyl 2-(4-fluorophenyl)-3-(4-(pyridin-2-yl)-5,6-dihydropyridin-1(2H)-yl)quinoxaline-6-carboxylate). Yield: 65.6%. RXN SMILES: Cl[C:2]1[C:3]([C:16]2[CH:21]=[CH:20][C:19]([F:22])=[CH:18][CH:17]=2)=[N:4][C:5]2[C:10]([N:11]=1)=[CH:9][C:8]([C:12]([O:14][CH3:15])=[O:13])=[CH:7][CH:6]=2.[NH:23]1[CH2:28][CH:27]=[C:26]([C:29]2[CH:34]=[CH:33][CH:32]=[CH:31][N:30]=2)[CH2:25][CH2:24]1.CCN(C(C)C)C(C)C>CS(C)=O>[F:22][C:19]1[CH:20]=[CH:21][C:16]([C:3]2[C:2]([N:23]3[CH2:28][CH2:27][C:26]([C:29]4[CH:34]=[CH:33][CH:32]=[CH:31][N:30]=4)=[CH:25][CH2:24]3)=[N:11][C:10]3[C:5](=[CH:6][CH:7]=[C:8]([C:12]([O:14][CH3:15])=[O:13])[CH:9]=3)[N:4]=2)=[CH:17][CH:18]=1. Procedure details: To a solution of methyl 3-chloro-2-(4-fluorophenyl)quinoxaline-6-carboxylate (450 mg, 1.42 mmol) in DMSO (5.0 ml) was added 2-(1,2,3,6-tetrahydropyridin-4-yl)pyridine (300 mg, 1.87 mmol) and DIEA (361 mg, 2.79 mmol), and the reaction mixture was stirred overnight at 90° C. The reaction mixture was extracted with ethyl acetate (3×50 ml), and the organic layers combined, dried over anhydrous magnesium sulfate, and concentrated under reduced pressure to give the residue, which was purified by prepa...